describe an organic reaction: reactants, conditions, products, and yield From a dataset of the Open Reaction Database (ORD), a public repository of structured organic reaction records. Starting materials: N#Cc1cc(Cl)cc(Oc2c(Br)ccc(Cc3nn(CO)c4nnccc34)c2F)c1, CC(=O)OC(C)=O, ClCCl, c1ccncc1. Yields the product CC(=O)OCn1nc(Cc2ccc(Br)c(Oc3cc(Cl)cc(C#N)c3)c2F)c2ccnnc21. RXN SMILES: [Br:1][c:2]1[cH:3][cH:4][c:5]([CH2:19][c:20]2[n:21][n:22]([CH2:29][OH:30])[c:23]3[n:24][n:25][cH:26][cH:27][c:28]23)[c:6]([F:18])[c:7]1[O:8][c:9]1[cH:10][c:11]([C:12]#[N:13])[cH:14][c:15]([Cl:17])[cH:16]1.[CH3:34][C:35](=[O:36])[O:37][C:38](=[O:39])[CH3:40].[Cl:31][CH2:32][Cl:33].[cH:41]1[cH:42][cH:43][n:44][cH:45][cH:46]1>>[Br:1][c:2]1[cH:3][cH:4][c:5]([CH2:19][c:20]2[n:21][n:22]([CH2:29][O:30][C:35]([CH3:34])=[O:36])[c:23]3[n:24][n:25][cH:26][cH:27][c:28]23)[c:6]([F:18])[c:7]1[O:8][c:9]1[cH:10][c:11]([C:12]#[N:13])[cH:14][c:15]([Cl:17])[cH:16]1. Reactants: [BH4-], CCO, [Na+], COC(=O)c1ccc2nccn2n1. Product: OCc1ccc2nccn2n1. RXN SMILES: [BH4-:14].[CH3:16][CH2:17][OH:18].[Na+:15].[n:1]1[cH:2][cH:3][n:4]2[n:5][c:6]([C:10](=[O:11])[O:12][CH3:13])[cH:7][cH:8][c:9]12>>[n:1]1[cH:2][cH:3][n:4]2[n:5][c:6]([CH2:10][OH:11])[cH:7][cH:8][c:9]12. Starting materials: organometallic, C[Si](C)(C)C#C (Trimethylsilylacetylene), IC1=CC=C(C=C1)C1=NC=CC=C1 (2-(4-iodophenyl)pyridine), IC1=CC=C(C=C1)I (1,4-diiodobenzene), FC1=NC=CC=C1 (2-fluoropyridine), IC1=CC=C(C=C1)C1=NC=CC=C1 (2-(4-iodophenyl)pyridine). The product is C[Si](C)(C)C#CC1=CC=C(C=C1)C1=NC=CC=C1 (2-(4-trimethylsilylethynylphenyl)pyridine). The yield is 89.0%. Reaction SMILES: I[C:2]1[CH:7]=[CH:6][C:5]([C:8]2[CH:13]=[CH:12][CH:11]=[CH:10][N:9]=2)=[CH:4][CH:3]=1.IC1C=CC(I)=CC=1.FC1C=CC=CN=1.[CH3:29][Si:30]([C:33]#[CH:34])([CH3:32])[CH3:31]>>[CH3:29][Si:30]([C:33]#[C:34][C:2]1[CH:7]=[CH:6][C:5]([C:8]2[CH:13]=[CH:12][CH:11]=[CH:10][N:9]=2)=[CH:4][CH:3]=1)([CH3:32])[CH3:31]. Procedure: The strategy for a sample convergent synthesis of a highly branched first generation organometallic dendrimer of the invention is shown in FIGS. 1 and 2. Taking FIG. 1 as an example, 2-(4-iodophenyl)pyridine (1) was prepared in a 40% yield by reaction of the mono-lithiated 1,4-diiodobenzene with 2-fluoropyridine. Trimethylsilylacetylene was then coupled with (1) under Sonogashira conditions to afford 2-(4-trimethylsilylethynylphenyl)pyridine (2) in an 89% yield. The acetylene was easily deprotec... Reaction SMILES: C(O[C:9]([N:11]1[CH2:16][CH2:15][CH:14]([CH2:17][NH:18][C:19]2[N:24]=[C:23]([CH3:25])[CH:22]=[CH:21][N:20]=2)[CH2:13][CH2:12]1)=[O:10])C1C=CC=CC=1.[CH2:26](Cl)[CH2:27]Cl.[CH:30]1[CH:31]=[CH:32][C:33]2N(O)N=N[C:34]=2[CH:35]=1.[C:40](OCC)(=O)C>CN(C=O)C.CO>[CH3:25][C:23]1[CH:22]=[CH:21][N:20]=[C:19]([NH:18][CH2:17][CH:14]2[CH2:13][CH2:12][N:11]([C:9]([C@@H:27]3[CH2:26][C@H:40]3[C:34]3[CH:33]=[CH:32][CH:31]=[CH:30][CH:35]=3)=[O:10])[CH2:16][CH2:15]2)[N:24]=1. Solvent: CO (methanol), CN(C)C=O (DMF). Starting materials: C(C)(=O)OCC (ethyl acetate), C(C1=CC=CC=C1)OC(=O)N1CCC(CC1)CNC1=NC=CC(=N1)C (4-[(4-methyl-pyrimidin-2-ylamino)-methyl]-piperidine-1-carboxylic acid benzyl ester), [R,R] trans-2-phenyl-1-cyclopropanecarboxylic acid, C(CCl)Cl (EDC), C=1C=CC2=C(C1)N=NN2O (HOBt). Product: CC1=NC(=NC=C1)NCC1CCN(CC1)C(=O)[C@H]1[C@@H](C1)C1=CC=CC=C1 ([R,R]{4-[(4-Methyl-pyrimidin-2-ylamino)-methyl]-piperidin-1-yl}-(2-phenyl-cyclopropyl)-methanone). Procedure: Prepared from 4-[(4-methyl-pyrimidin-2-ylamino)-methyl]-piperidine-1-carboxylic acid benzyl ester by hydrogenolysis of the benzyloxycarbonyl group followed by EDC, HOBt coupling with [R,R] trans-2-phenyl-1-cyclopropanecarboxylic acid in DMF as described above in EXAMPLE 143. Preparative TLC using 90:10 ethyl acetate: methanol gave the product: Starting materials: C1(=CC=C(C=C1)C(=O)N1[C@@H](CC(C1)=NOC)C(N)=NO)C1=CC=CC=C1 ((2S,4EZ)-1-([1,1′-biphenyl]-4-ylcarbonyl)-N′-hydroxy-4-(methoxyimino)-2-pyrrolidinecarboximidamide), C1(=CC=C(C=C1)C(=O)N1[C@@H](CC(C1)=NOC)C(N)=NO)C1=CC=CC=C1 ((2S,4EZ)-1-([1,1′-biphenyl]-4-ylcarbonyl)-N′-hydroxy-4-(methoxyimino)-2-pyrrolidinecarboximidamide), C(C)(=O)NCC(=O)O ((acetylamino)acetic acid). Yields the product C1(=CC=C(C=C1)C(=O)N1[C@@H](CC(C1)=NOC)C1=NOC(=N1)CNC(C)=O)C1=CC=CC=C1 (N-({3-[(2S,4EZ)-1-([1,1′-biphenyl]-4-ylcarbonyl)-4-(methoxyimino)pyrrolidinyl]-1,2,4-oxadiazol-5-yl}methyl)acetamide). As a reaction SMILES: [C:1]1([C:21]2[CH:26]=[CH:25][CH:24]=[CH:23][CH:22]=2)[CH:6]=[CH:5][C:4]([C:7]([N:9]2[CH2:13][C:12](=[N:14][O:15][CH3:16])[CH2:11][C@H:10]2[C:17](=[N:19][OH:20])[NH2:18])=[O:8])=[CH:3][CH:2]=1.[C:27]([NH:30][CH2:31][C:32](O)=O)(=[O:29])[CH3:28]>>[C:1]1([C:21]2[CH:26]=[CH:25][CH:24]=[CH:23][CH:22]=2)[CH:2]=[CH:3][C:4]([C:7]([N:9]2[CH2:13][C:12](=[N:14][O:15][CH3:16])[CH2:11][C@H:10]2[C:17]2[N:18]=[C:32]([CH2:31][NH:30][C:27](=[O:29])[CH3:28])[O:20][N:19]=2)=[O:8])=[CH:5][CH:6]=1. Procedure: Following the general method as outlined in Example 15, starting from (2S,4EZ)-1-([1,1′-biphenyl]-4-ylcarbonyl)-N′-hydroxy-4-(methoxyimino)-2-pyrrolidinecarboximidamide (Intermediate 8) and (acetylamino)acetic acid, the title compound was obtained in 72% purity by HPLC. MS(ESI+): m/z=434.2. The reactants are [Cl-].[Al+3].[Cl-].[Cl-] (aluminium chloride), Cl (hydrochloric acid), C1(CCC(=O)O1)=O (succinic anhydride), C(C)(=O)NC1CC2=CC=CC=C2C1 (2-acetamido-indane). The solvent is C(CCl)Cl (ethylene chloride). Reaction conditions: time 2 hour. Yields the product C(C)(=O)NC1CC2=CC=C(C=C2C1)C(CCC(=O)O)=O (4-(2-Acetamido-indan-5-yl)-4-oxobutyric acid). As a reaction SMILES: [Cl-].[Al+3].[Cl-].[Cl-].[C:5]1(=[O:11])[O:10][C:8](=[O:9])[CH2:7][CH2:6]1.[C:12]([NH:15][CH:16]1[CH2:24][C:23]2[C:18](=[CH:19][CH:20]=[CH:21][CH:22]=2)[CH2:17]1)(=[O:14])[CH3:13].Cl>C(Cl)CCl>[C:12]([NH:15][CH:16]1[CH2:24][C:23]2[C:18](=[CH:19][CH:20]=[C:21]([C:8](=[O:9])[CH2:7][CH2:6][C:5]([OH:10])=[O:11])[CH:22]=2)[CH2:17]1)(=[O:14])[CH3:13] |f:0.1.2.3|. Reported procedure: 137.3 g (1.03 mol) of anhydrous aluminium chloride and 34.2 g (0.34 mol) of succinic anhydride are suspended in 500 ml of ethylene chloride and 54.5 g (0.311 mol) of 2-acetamido-indane are introduced at room temperature, with vigorous stirring. The mixture is stirred at room temperature for a further 2 hours, ice and 150 ml of concentrated hydrochloric acid are added, and the ethylene chloride is removed by steam distillation. On cooling, 4-(2-acetamido-indan-5-yl)-4-oxobutyric acid crystallises... The reactants are CC(C)(C)CC1NC(C(=O)Nc2ccc(C#N)cc2)C(c2cccc(Br)c2F)C12C(=O)Nc1cc(Cl)ccc12, CS(C)=O, [Na+], [OH-], OO. Product: CC(C)(C)CC1NC(C(=O)Nc2ccc(C(N)=O)cc2)C(c2cccc(Br)c2F)C12C(=O)Nc1cc(Cl)ccc12. RXN SMILES: [C:1](#[N:2])[c:3]1[cH:4][cH:5][c:6]([NH:9][C:10](=[O:11])[CH:12]2[CH:13]([c:32]3[c:33]([F:39])[c:34]([Br:38])[cH:35][cH:36][cH:37]3)[C:14]3([C:15](=[O:24])[NH:16][c:17]4[cH:18][c:19]([Cl:23])[cH:20][cH:21][c:22]43)[CH:25]([CH2:27][C:28]([CH3:29])([CH3:30])[CH3:31])[NH:26]2)[cH:7][cH:8]1.[CH3:44][S:45]([CH3:46])=[O:47].[Na+:43].[OH-:42].[OH:40][OH:41]>>[C:1]([NH2:2])([c:3]1[cH:4][cH:5][c:6]([NH:9][C:10](=[O:11])[CH:12]2[CH:13]([c:32]3[c:33]([F:39])[c:34]([Br:38])[cH:35][cH:36][cH:37]3)[C:14]3([C:15](=[O:24])[NH:16][c:17]4[cH:18][c:19]([Cl:23])[cH:20][cH:21][c:22]43)[CH:25]([CH2:27][C:28]([CH3:29])([CH3:30])[CH3:31])[NH:26]2)[cH:7][cH:8]1)=[O:40]. Starting materials: OC=1C(=NC(=CC1)CO)I (3-hydroxy-6-hydroxymethyl-2-iodopyridine), C(C)(=O)[O-].[K+] (potassium acetate), C1(=CC=CC=C1)P(C1=CC=CC=C1)C1=CC=CC=C1 (triphenylphosphine), CN(C)C=O (DMF). Reagents/catalysts: C(C)(=O)[O-].[Pd+2].C(C)(=O)[O-] (palladium acetate). The solvent is O (water), O (water). Run at temperature 120 celsius. Product: OC=1C(=NC(=CC1)CO)C=CC(=O)OCC (Ethyl 3-{3-hydroxy-6-hydroxymethylpyridin2-yl}propenoate). As a reaction SMILES: [OH:1][C:2]1[C:3](I)=[N:4][C:5]([CH2:8][OH:9])=[CH:6][CH:7]=1.[C:11]([O-:14])(=[O:13])[CH3:12].[K+].[C:16]1(P(C2C=CC=CC=2)C2C=CC=CC=2)C=CC=C[CH:17]=1.[CH3:35]N(C=O)C>O.C([O-])(=O)C.[Pd+2].C([O-])(=O)C>[OH:1][C:2]1[C:3]([CH:35]=[CH:12][C:11]([O:14][CH2:16][CH3:17])=[O:13])=[N:4][C:5]([CH2:8][OH:9])=[CH:6][CH:7]=1 |f:1.2,6.7.8|. Procedure details: To a solution of 3-hydroxy-6-hydroxymethyl-2-iodopyridine (708 mg, 2.82 mmol) in DMF (5.7 ml) and water (0.3 ml) were added potassium acetate (0.74 g, 7.5mmol), triphenylphosphine (63 mg, 0.24 mmol), ethyl amylate (0.98 ml, 0.90g, 9.0 mmol) and palladium acetate (27 mg, 0.12 mmol). The mixture was placed under nitrogen and stirred and heated at 120° C. for 5 h. The mix was cooled and poured into water (50 ml). The product was extracted into ethyl acetate (3×20ml) and the combined extracts were w... Reactants: [Na] (sodium), [Na+].[Cl-] (NaCl), CCCCCC (Hexane), C1CCOC1 (THF), C[SiH](Cl)Cl (methyldichlorosilane), C[SiH](Cl)Cl (Methyldichlorosilane). Run at time 2 hour. Product: CCCCCC.C1CCOC1 (Hexane THF). The yield is 81.0%. Reaction SMILES: [Na].C[SiH](Cl)Cl.[Na+].[Cl-].[CH3:8][CH2:9][CH2:10][CH2:11][CH2:12][CH3:13].[CH2:14]1[CH2:18][O:17][CH2:16][CH2:15]1>>[CH3:8][CH2:9][CH2:10][CH2:11][CH2:12][CH3:13].[CH2:14]1[CH2:18][O:17][CH2:16][CH2:15]1 |f:2.3,6.7,^1:0|. Procedure: In a dry box, a 1 liter three-necked, round-bottomed flask equipped with a stir-bar, a dropping funnel and a reflux condenser was charged with 75.0 g (3.26 mol) of sodium metal. The flask was attached to a Schlenk manifold, evacuated and flushed with nitrogen. THF (70 ml) and hexane (420 ml) were added and the dropping funnel was charged with 150 ml (1.44 mol) of methyldichlorosilane. Methyldichlorosilane was added slowly into the flask over a 3 hour period. The reaction solution turned purple a... Yields the product C(C)(=O)N1C(OC2=C1C=CC(=C2CCCN)Br)CC (N-Acetyl-7-(3-aminopropyl)-6-bromo-2-ethylbenzoxazole). Isolated yield 40.0%. Reactants: C(C)(C)(C)OC(=O)N1C(OC2=C1C=CC(=C2CCCN)Br)CC (N-t-butoxycarbonyl 7-(3-aminopropyl)-6-bromo-2-ethylbenzoxazole), Cl (HCl), C(Cl)Cl (methylene chloride). As a reaction SMILES: C([O:5][C:6]([N:8]1[C:12]2[CH:13]=[CH:14][C:15]([Br:21])=[C:16]([CH2:17][CH2:18][CH2:19][NH2:20])[C:11]=2[O:10][CH:9]1[CH2:22][CH3:23])=O)(C)(C)C.Cl.[CH2:25](Cl)Cl>O1CCOCC1>[C:6]([N:8]1[C:12]2[CH:13]=[CH:14][C:15]([Br:21])=[C:16]([CH2:17][CH2:18][CH2:19][NH2:20])[C:11]=2[O:10][CH:9]1[CH2:22][CH3:23])(=[O:5])[CH3:25]. Procedure details: A solution of N-t-butoxycarbonyl 7-(3-aminopropyl)-6-bromo-2-ethylbenzoxazole (30 mg, 0.078 mmol), in methylene chloride (1 mL) was treated with 4 M HCl in dioxane (1 mL) and stirred for 2 hours. The solvent was evaporated and the residue was taken up in pyridine (2 mL) and treated with acetic anhydride (100 μL). After stirring for 2 hours, the reaction was diluted with EtOAc (5 mL) and washed with saturated aqueous copper (II) sulfate (2×5 mL). The organic layer was dried with magnesium sulfate... Reaction conditions: time 2 hour. Solvent: O1CCOCC1 (dioxane).